From a dataset of the Open Reaction Database (ORD), a public repository of structured organic reaction records. describe an organic reaction: reactants, conditions, products, and yield RXN SMILES: [CH2:25]([CH3:26])[O:27][NH2:28].[ClH:24].[n:1]1[cH:2][cH:3][cH:4][c:5]2[cH:6][c:7]([CH2:11][n:12]3[n:13][n:14][c:15]4[c:16]3[n:17][c:18]([C:21]([CH3:22])=[O:23])[cH:19][n:20]4)[cH:8][cH:9][c:10]12>>[n:1]1[cH:2][cH:3][cH:4][c:5]2[cH:6][c:7]([CH2:11][n:12]3[n:13][n:14][c:15]4[c:16]3[n:17][c:18]([C:21]([CH3:22])=[N:28][O:27][CH2:25][CH3:26])[cH:19][n:20]4)[cH:8][cH:9][c:10]12. Yields the product CCON=C(C)c1cnc2nnn(Cc3ccc4ncccc4c3)c2n1. The reactants are CCON, Cl, CC(=O)c1cnc2nnn(Cc3ccc4ncccc4c3)c2n1. Reactants: ClC1=C(C=CC=C1)S(=O)(=O)[C@@H]1C[C@H](N(C1)C(=O)C1(CC1)C1=NC=C(C=C1F)Cl)C(=O)O ((2S,4R)-4-(2-Chloro-benzenesulfonyl)-1-[1-(5-chloro-3-fluoro-pyridin-2-yl)-cyclopropanecarbonyl]-pyrrolidine-2-carboxylic acid), C1(CC1)NC(C([C@H](CC(C)C)N)=O)=O ((S)-3-Amino-5-methyl-2-oxo-hexanoic acid cyclopropylamide). The product is ClC=1C=C(C(=NC1)C1(CC1)C(=O)N1[C@@H](C[C@H](C1)S(=O)(=O)C1=C(C=CC=C1)Cl)C(=O)N[C@H](C(C(=O)NC1CC1)=O)CC(C)C)F ((2S,4R)-1-(1-(5-chloro-3-fluoropyridin-2-yl)cyclopropanecarbonyl)-4-(2-chlorophenylsulfonyl)-N—((S)-1-(cyclopropylamino)-5-methyl-1,2-dioxohexan-3-yl)pyrrolidine-2-carboxamide). Reaction SMILES: [Cl:1][C:2]1[CH:7]=[CH:6][CH:5]=[CH:4][C:3]=1[S:8]([C@H:11]1[CH2:15][N:14]([C:16]([C:18]2([C:21]3[C:26]([F:27])=[CH:25][C:24]([Cl:28])=[CH:23][N:22]=3)[CH2:20][CH2:19]2)=[O:17])[C@H:13]([C:29]([OH:31])=O)[CH2:12]1)(=[O:10])=[O:9].[CH:32]1([NH:35][C:36](=[O:45])[C:37](=[O:44])[C@@H:38]([NH2:43])[CH2:39][CH:40]([CH3:42])[CH3:41])[CH2:34][CH2:33]1>>[Cl:28][C:24]1[CH:25]=[C:26]([F:27])[C:21]([C:18]2([C:16]([N:14]3[CH2:15][C@H:11]([S:8]([C:3]4[CH:4]=[CH:5][CH:6]=[CH:7][C:2]=4[Cl:1])(=[O:9])=[O:10])[CH2:12][C@H:13]3[C:29]([NH:43][C@@H:38]([CH2:39][CH:40]([CH3:42])[CH3:41])[C:37](=[O:44])[C:36]([NH:35][CH:32]3[CH2:34][CH2:33]3)=[O:45])=[O:31])=[O:17])[CH2:19][CH2:20]2)=[N:22][CH:23]=1. Procedure details: The title compound was prepared in analogy to Example 1, using (2S,4R)-4-(2-Chloro-benzenesulfonyl)-1-[1-(5-chloro-3-fluoro-pyridin-2-yl)-cyclopropanecarbonyl]-pyrrolidine-2-carboxylic acid and (S)-3-Amino-5-methyl-2-oxo-hexanoic acid cyclopropylamide in step 1. MS (m/e)=667.15 [M+H+]. Reactants: C(Cl)Cl (CH2Cl2), C(N)(=O)C(C1=CC=CC=C1)(C1=CC=CC=C1)[C@H]1CNCC1 (3-(S)-(-)-(1-carbamoyl1,1-diphenylmethyl)pyrrolidine). Product: C(N)(=O)C(C1=CC=CC=C1)(C1=CC=CC=C1)[C@H]1CN(CC1)CCC1=CC=C(C=C1)Cl (3-(S)-(-)-(1-carbamoyl-1,1-diphenylmethyl)-l-(4-chlorophenethyl)pyrrolidine). As a reaction SMILES: [C:1]([C:4]([C@@H:17]1[CH2:21][CH2:20][NH:19][CH2:18]1)([C:11]1[CH:16]=[CH:15][CH:14]=[CH:13][CH:12]=1)[C:5]1[CH:10]=[CH:9][CH:8]=[CH:7][CH:6]=1)(=[O:3])[NH2:2].[CH2:22]([Cl:24])Cl>>[C:1]([C:4]([C@@H:17]1[CH2:21][CH2:20][N:19]([CH2:18][CH2:17][C:4]2[CH:11]=[CH:12][C:22]([Cl:24])=[CH:6][CH:5]=2)[CH2:18]1)([C:11]1[CH:12]=[CH:13][CH:14]=[CH:15][CH:16]=1)[C:5]1[CH:10]=[CH:9][CH:8]=[CH:7][CH:6]=1)(=[O:3])[NH2:2]. Procedure details: A similar procedure starting with 3-(S)-(-)-(1-carbamoyl1,1-diphenylmethyl)pyrrolidine (0.64 g--see Preparation 10B) gave 3-(S)-(-)-(1-carbamoyl-1,1-diphenylmethyl)-l-(4-chlorophenethyl)pyrrolidine, yield 0.2 g, [α]25D -7.4° (c 1.0, CH2Cl2). Reactants: C(C1=CC=CC=C1)O[C@H]([C@@H]([C@H](CCC[C@@H](C(=O)OCC1=CC=CC=C1)NC(=O)OC(C)(C)C)CC1=CC=C(C=C1)C)OC1=CC=CC=C1)C ((2S,6R,7R,8S)-benzyl 8-(benzyloxy)-2-((tert-butoxycarbonyl)amino)-6-(4-methylbenzyl)-7-phenoxynonanoate). The reagents and catalysts are [Pd] (Pd/C). Solvent: CCOC(=O)C (EtOAc). Product: C(C)(C)(C)OC(=O)N[C@H](C(=O)O)CCC[C@@H]([C@H]([C@H](C)O)OC1=CC=CC=C1)CC1=CC=C(C=C1)C ((2S,6R,7R,8S)-2-((tert-butoxycarbonyl)amino)-8-hydroxy-6-(4-methylbenzyl)-7-phenoxynonanoic acid). The yield is 95.7%. As a reaction SMILES: C([O:8][C@@H:9]([CH3:49])[C@H:10]([O:42][C:43]1[CH:48]=[CH:47][CH:46]=[CH:45][CH:44]=1)[C@@H:11]([CH2:34][C:35]1[CH:40]=[CH:39][C:38]([CH3:41])=[CH:37][CH:36]=1)[CH2:12][CH2:13][CH2:14][C@H:15]([NH:26][C:27]([O:29][C:30]([CH3:33])([CH3:32])[CH3:31])=[O:28])[C:16]([O:18]CC1C=CC=CC=1)=[O:17])C1C=CC=CC=1>[Pd].CCOC(C)=O>[C:30]([O:29][C:27]([NH:26][C@@H:15]([CH2:14][CH2:13][CH2:12][C@H:11]([CH2:34][C:35]1[CH:36]=[CH:37][C:38]([CH3:41])=[CH:39][CH:40]=1)[C@@H:10]([O:42][C:43]1[CH:48]=[CH:47][CH:46]=[CH:45][CH:44]=1)[C@@H:9]([OH:8])[CH3:49])[C:16]([OH:18])=[O:17])=[O:28])([CH3:33])([CH3:31])[CH3:32]. Reported procedure: A 25 mL screw top vial was charged with (2S,6R,7R,8S)-benzyl 8-(benzyloxy)-2-((tert-butoxycarbonyl)amino)-6-(4-methylbenzyl)-7-phenoxynonanoate (741 mg, 1.11 mmol), EtOAc (10 mL), and 10% Pd/C (61 mg, 0.057 mmol). The vial was sealed with a septum-cap, and the reaction was briefly degassed under high vacuum, and then repressurized under about 1 atmosphere of H2 (balloon pressure). This process was repeated 2×, and the reaction was stirred at room temperature under balloon pressure of hydrogen. A... The reactants are CC(=O)OC1C(C(=O)O)CC2C3CCc4cc(OCc5ccccc5)ccc4C3CCC21C, CO, Cl, [K+], [OH-], O. The product is CC12CCC3c4ccc(OCc5ccccc5)cc4CCC3C1CC(C(=O)O)C2O. RXN SMILES: [CH2:1]([c:2]1[cH:3][cH:4][cH:5][cH:6][cH:7]1)[O:8][c:9]1[cH:10][c:11]2[c:24]([cH:25][cH:26]1)[CH:23]1[CH:14]([CH2:13][CH2:12]2)[CH:15]2[CH2:16][CH:17]([C:31](=[O:32])[OH:33])[CH:18]([O:27][C:28](=[O:29])[CH3:30])[C:19]2([CH3:20])[CH2:21][CH2:22]1.[CH3:38][OH:39].[ClH:37].[K+:35].[OH-:34].[OH2:36]>>[CH2:1]([c:2]1[cH:3][cH:4][cH:5][cH:6][cH:7]1)[O:8][c:9]1[cH:10][c:11]2[c:24]([cH:25][cH:26]1)[CH:23]1[CH:14]([CH2:13][CH2:12]2)[CH:15]2[CH2:16][CH:17]([C:31](=[O:32])[OH:33])[CH:18]([OH:27])[C:19]2([CH3:20])[CH2:21][CH2:22]1. Reactants: C(C)(=O)Cl (acetyl chloride), C(C(C)(C)C)O (neopentyl alcohol), CN1C=NC=C1 (1-methylimidazole). Run at temperature 20 celsius. Yields the product C(C)(=O)OCC(C)(C)C (neopentyl acetate). Yield: 86.0%. RXN SMILES: [C:1](Cl)(=[O:3])[CH3:2].[CH2:5]([OH:10])[C:6]([CH3:9])([CH3:8])[CH3:7].CN1C=CN=C1>>[C:1]([O:10][CH2:5][C:6]([CH3:9])([CH3:8])[CH3:7])(=[O:3])[CH3:2]. Procedure: 6.47 g (82.5 mmol) of acetyl chloride were added dropwise to a solution of 6.61 g (75.0 mmol) of neopentyl alcohol (2,2-dimethyl-1-propanol) and 6.76 g (82.5 mmol) of 1-methylimidazole while stirring at 20° C. The reaction mixture was stirred for a further 30 minutes and subsequently heated to 75° C. This resulted in the suspension initially formed being converted into a liquid two-phase mixture. The upper phase was separated off to give 8.40 g (theory: 9.76 g) of neopentyl acetate as a colorles...